Dataset: the Open Reaction Database (ORD), a public repository of structured organic reaction records. Task: describe an organic reaction: reactants, conditions, products, and yield Reactants: O=C(n1ccnc1)n1ccnc1, COc1ccc(CCNC(CN)c2ccc(OC)cc2)cc1, CCOC(C)=O, Cl. The product is COc1ccc(CCN2C(=O)NCC2c2ccc(OC)cc2)cc1. As a reaction SMILES: [C:23](=[O:24])([n:25]1[cH:26][cH:27][n:28][cH:29]1)[n:30]1[cH:31][cH:32][n:33][cH:34]1.[CH3:1][O:2][c:3]1[cH:4][cH:5][c:6]([CH:9]([CH2:10][NH2:11])[NH:12][CH2:13][CH2:14][c:15]2[cH:16][cH:17][c:18]([O:21][CH3:22])[cH:19][cH:20]2)[cH:7][cH:8]1.[CH3:36][CH2:37][O:38][C:39](=[O:40])[CH3:41].[ClH:35]>>[CH3:1][O:2][c:3]1[cH:4][cH:5][c:6]([CH:9]2[CH2:10][NH:11][C:23](=[O:24])[N:12]2[CH2:13][CH2:14][c:15]2[cH:16][cH:17][c:18]([O:21][CH3:22])[cH:19][cH:20]2)[cH:7][cH:8]1. Solvent: N1=CC=CC=C1 (pyridine). Reaction SMILES: Cl.Cl.[NH2:3][C:4]1[C:5]([Cl:24])=[C:6]([C:20]([Cl:23])=[CH:21][CH:22]=1)[CH2:7][O:8][C:9]1[C:10]2[N:11]([C:15]([Br:19])=[C:16]([CH3:18])[N:17]=2)[CH:12]=[CH:13][CH:14]=1.[C:25](OC(=O)C)(=[O:27])[CH3:26]>N1C=CC=CC=1>[C:25]([NH:3][C:4]1[C:5]([Cl:24])=[C:6]([C:20]([Cl:23])=[CH:21][CH:22]=1)[CH2:7][O:8][C:9]1[C:10]2[N:11]([C:15]([Br:19])=[C:16]([CH3:18])[N:17]=2)[CH:12]=[CH:13][CH:14]=1)(=[O:27])[CH3:26] |f:0.1.2|. Starting materials: Cl.Cl.NC=1C(=C(COC=2C=3N(C=CC2)C(=C(N3)C)Br)C(=CC1)Cl)Cl (8-(3-amino-2,6-dichlorobenzyloxy)-3-bromo-2-methylimidazo[1,2-a]pyridine dihydrochloride), C(C)(=O)OC(C)=O (acetic anhydride), ice water. Isolated yield 69.5%. Reported procedure: A mixture of 8-(3-amino-2,6-dichlorobenzyloxy)-3-bromo-2-methylimidazo[1,2-a]pyridine dihydrochloride (100 mg) and acetic anhydride (100 mg) in dry pyridine (2 ml) was stirred at 90° C. for one hour. The cooled mixture was poured into an ice water (10 ml). The precipitated solid was collected, washed with water, and dried under reduced pressure to give 8-(3-acetylamino-2,6-dichlorobenzyloxy)-3-bromo-2-methylimidazo[1,2-a]pyridine (65 mg) as a solid. Run at temperature 90 celsius, time 1 hour. Product: C(C)(=O)NC=1C(=C(COC=2C=3N(C=CC2)C(=C(N3)C)Br)C(=CC1)Cl)Cl (8-(3-acetylamino-2,6-dichlorobenzyloxy)-3-bromo-2-methylimidazo[1,2-a]pyridine). Starting materials: FC(OC1=CC=C(C=C1)C1=NN=C(O1)C(=O)OCC)F (Ethyl 5-(4-(difluoromethoxy)phenyl)-1,3,4-oxadiazole-2-carboxylate), N1CC(C1)OC1=CC=C(CN2CC3(COC3)C2)C=C1 (6-(4-(Azetidin-3-yloxy)benzyl)-2-oxa-6-azaspiro[3.3]heptane). Product: C1OCC12CN(C2)CC2=CC=C(OC1CN(C1)C(=O)C=1OC(=NN1)C1=CC=C(C=C1)OC(F)F)C=C2 ((3-(4-(2-Oxa-6-azaspiro[3.3]heptan-6-ylmethyl)phenoxy)azetidin-1-yl)(5-(4-(difluoromethoxy)phenyl)-1,3,4-oxadiazol-2-yl)methanone). Yield: 68.6%. RXN SMILES: [F:1][CH:2]([F:20])[O:3][C:4]1[CH:9]=[CH:8][C:7]([C:10]2[O:14][C:13]([C:15]([O:17]CC)=O)=[N:12][N:11]=2)=[CH:6][CH:5]=1.[NH:21]1[CH2:24][CH:23]([O:25][C:26]2[CH:39]=[CH:38][C:29]([CH2:30][N:31]3[CH2:37][C:33]4([CH2:36][O:35][CH2:34]4)[CH2:32]3)=[CH:28][CH:27]=2)[CH2:22]1>>[CH2:36]1[C:33]2([CH2:32][N:31]([CH2:30][C:29]3[CH:28]=[CH:27][C:26]([O:25][CH:23]4[CH2:22][N:21]([C:15]([C:13]5[O:14][C:10]([C:7]6[CH:6]=[CH:5][C:4]([O:3][CH:2]([F:1])[F:20])=[CH:9][CH:8]=6)=[N:11][N:12]=5)=[O:17])[CH2:24]4)=[CH:39][CH:38]=3)[CH2:37]2)[CH2:34][O:35]1. Reported procedure: Using a similar protocol as described in Example 6 but employing 7A (60 mg, 0.21 mmol) and 3B (50 mg, 0.19 mmol) as starting materials afforded 65 mg (68%) of 7 as a solid. 1H NMR (500 MHz, CDCl3): δ 3.0-4.2 (m, 6H), 4.34 (m, 1H), 4.66 (m, 1H), 4.76 (m, 5H), 5.10 (m, 2H), 6.62 (t, 1H), 6.76 (m, 2H), 7.27 (m, 4H), 8.18 (d, 2H), MS (APCI+) m/z 499 [M+H]+, LC purity: 96%. The reactants are ClC1=NC=C(C(=N1)CCC1=C(C=CC=C1)C1(CC1)C(=O)N)Cl (1-(2-(2-(2,5-dichloropyrimidin-4-yl)ethyl)phenyl)cyclopropanecarboxamide), NC1=CC=CC=C1 (aniline), C1(=CC=C(C=C1)S(=O)(=O)O)C (p-toluenesulfonic acid). The solvent is O1CCOCC1 (1,4-dioxane). Conditions: temperature 120 celsius. Yields the product ClC=1C(=NC(=NC1)NC1=CC=CC=C1)CCC1=C(C=CC=C1)C1(CC1)C(=O)N (1-(2-(2-(5-Chloro-2-(phenylamino)pyrimidin-4-yl)ethyl)phenyl)cyclopropanecarboxamide). Isolated yield 46.0%. Reaction SMILES: Cl[C:2]1[N:7]=[C:6]([CH2:8][CH2:9][C:10]2[CH:15]=[CH:14][CH:13]=[CH:12][C:11]=2[C:16]2([C:19]([NH2:21])=[O:20])[CH2:18][CH2:17]2)[C:5]([Cl:22])=[CH:4][N:3]=1.[NH2:23][C:24]1[CH:29]=[CH:28][CH:27]=[CH:26][CH:25]=1.C1(C)C=CC(S(O)(=O)=O)=CC=1>O1CCOCC1>[Cl:22][C:5]1[C:6]([CH2:8][CH2:9][C:10]2[CH:15]=[CH:14][CH:13]=[CH:12][C:11]=2[C:16]2([C:19]([NH2:21])=[O:20])[CH2:18][CH2:17]2)=[N:7][C:2]([NH:23][C:24]2[CH:29]=[CH:28][CH:27]=[CH:26][CH:25]=2)=[N:3][CH:4]=1. Procedure details: A solution of 1-(2-(2-(2,5-dichloropyrimidin-4-yl)ethyl)phenyl)cyclopropanecarboxamide A14 (0.080 g, 0.24 mmol) in 1,4-dioxane (1.0 mL) containing aniline (0.043 mL, 0.48 mmol) and p-toluenesulfonic acid (4.5 mg, 0.024 mmol) was heated under microwave irradiation at 120° C. for 4 hours. The reaction mixture was adsorbed onto silica gel and purified by silica column chromatography (Combiflash Rf, 12 g SiO2 Cartridge, 20-50% EtOAc in cyclohexane) to give the title product 23 as a light yellow foam... The reactants are C(#N)C1=CC=C(C=C1)CC(C(=O)OCC)C=O (ethyl 3-(4-cyanophenyl)-2-formylpropanoate), NC(=S)N (thiourea). The solvent is C(C)O (Ethanol). Run at temperature 90 celsius. Product: O=C1NC(NC=C1CC1=CC=C(C#N)C=C1)=S (4-[(4-oxo-2-thioxo-1,2,3,4-tetrahydro-5-pyrimidinyl)methyl]benzonitrile). Isolated yield 69.4%. Reaction SMILES: [C:1]([C:3]1[CH:8]=[CH:7][C:6]([CH2:9][CH:10]([CH:16]=[O:17])[C:11](OCC)=O)=[CH:5][CH:4]=1)#[N:2].[NH2:18][C:19]([NH2:21])=[S:20]>C(O)C>[O:17]=[C:16]1[C:10]([CH2:9][C:6]2[CH:7]=[CH:8][C:3]([C:1]#[N:2])=[CH:4][CH:5]=2)=[CH:11][NH:21][C:19](=[S:20])[NH:18]1. Reported procedure: To a solution of ethyl 3-(4-cyanophenyl)-2-formylpropanoate (1.3 g, 5.62 mmol) in Ethanol (60 mL) was added thiourea (1.712 g, 22.49 mmol) under argon. The mixture was heated at 90° C. for 3 h. After removing the solvent, the residue was dissolved in water (80 mL), washed with ether twice. The aqueous solution was acidified to pH 4-5 with acetic acid, and the resulting precipitate was collected by filtration, washed with water until the wash waters were neutral to afford the title compound (0.95... Starting materials: CC=1C=C(C=CC1)NC=1C2=C(N=CN1)C=NC(=N2)N[C@@H]2CC[C@H](CC2)C(=O)O (4-[(3-Methylphenyl)amino]-6-[trans-4-carboxy-cyclohexylamino]-pyrimido[5,4-d]pyrimidine), S(=O)(Cl)Cl (thionyl chloride), CN (methylamine). Yields the product CC=1C=C(C=CC1)NC=1C2=C(N=CN1)C=NC(=N2)N[C@@H]2CC[C@H](CC2)C(=O)NC (4-[(3-Methylphenyl)amino]-6-[trans-4-(N-methylaminocarbonyl)cyclohexylamino]-pyrimido[5,4-d]pyrimidine). As a reaction SMILES: [CH3:1][C:2]1[CH:3]=[C:4]([NH:8][C:9]2[C:10]3[N:18]=[C:17]([NH:19][C@H:20]4[CH2:25][CH2:24][C@H:23]([C:26](O)=[O:27])[CH2:22][CH2:21]4)[N:16]=[CH:15][C:11]=3[N:12]=[CH:13][N:14]=2)[CH:5]=[CH:6][CH:7]=1.S(Cl)(Cl)=O.[CH3:33][NH2:34]>>[CH3:1][C:2]1[CH:3]=[C:4]([NH:8][C:9]2[C:10]3[N:18]=[C:17]([NH:19][C@H:20]4[CH2:25][CH2:24][C@H:23]([C:26]([NH:34][CH3:33])=[O:27])[CH2:22][CH2:21]4)[N:16]=[CH:15][C:11]=3[N:12]=[CH:13][N:14]=2)[CH:5]=[CH:6][CH:7]=1. Procedure: Prepared from compound 134 of Example 1 by reaction with thionyl chloride and methylamine. Starting materials: C(C)(C)(C)OC(=O)N1[C@@H]2C[C@@]2(C[C@H]1C(NC1=C(C(=CC=C1)OC(F)(F)F)F)=O)COC1OCCCC1 ((1R,3S,5S)-3-(2-fluoro-3-trifluoromethoxy-phenylcarbamoyl)-5-(tetrahydro-pyran-2-yloxymethyl)-2-aza-bicyclo[3.1.0]hexane-2-carboxylic acid tert-butyl ester), Cl (HCl). Run in O1CCOCC1 (dioxane). Run at time 4 hour. Product: Cl.FC1=C(C=CC=C1OC(F)(F)F)NC(=O)[C@H]1N[C@@H]2C[C@@]2(C1)CO ((1R,3S,5S)-5-Hydroxymethyl-2-aza-bicyclo[3.1.0]hexane-3-carboxylic acid (2-fluoro-3-trifluoromethoxy-phenyl)-amide hydrochloride). As a reaction SMILES: C(OC([N:8]1[C@H:13]([C:14](=[O:28])[NH:15][C:16]2[CH:21]=[CH:20][CH:19]=[C:18]([O:22][C:23]([F:26])([F:25])[F:24])[C:17]=2[F:27])[CH2:12][C@:11]2([CH2:29][O:30]C3CCCCO3)[C@H:9]1[CH2:10]2)=O)(C)(C)C.[ClH:37]>O1CCOCC1>[ClH:37].[F:27][C:17]1[C:18]([O:22][C:23]([F:25])([F:26])[F:24])=[CH:19][CH:20]=[CH:21][C:16]=1[NH:15][C:14]([C@@H:13]1[CH2:12][C@:11]2([CH2:29][OH:30])[C@@H:9]([CH2:10]2)[NH:8]1)=[O:28] |f:3.4|. Procedure details: To a solution of (1R,3S,5S)-3-(2-fluoro-3-trifluoromethoxy-phenylcarbamoyl)-5-(tetrahydro-pyran-2-yloxymethyl)-2-aza-bicyclo[3.1.0]hexane-2-carboxylic acid tert-butyl ester (105 mg, 0.19 mmol) in dioxane (0.5 mL) was added HCl (4 N in dioxane, 481 μL, 1.92 mmol). The mixture was stirred at RT for 4 h, solvent was removed under reduced pressure and the material thus obtained was used without further purification in the next step. MS (UPLC/MS): 335.2 [M+H]+, 333.2 [M−H]−, 379.6 [M+HCOO]−.